From a dataset of the Open Reaction Database (ORD), a public repository of structured organic reaction records. describe an organic reaction: reactants, conditions, products, and yield Starting materials: O=C([O-])[O-], CCC=C1CC(OS(C)(=O)=O)C1, CN(C)C=O, [Cs+], [Cs+], Nc1ncnc2[nH]nc(-c3ccc(Oc4ccccc4)cc3)c12, O. Yields the product CCC=C1CC(n2nc(-c3ccc(Oc4ccccc4)cc3)c3c(N)ncnc32)C1. Reaction SMILES: [C:36](=[O:37])([O-:38])[O-:39].[CH3:24][S:25]([O:26][CH:29]1[CH2:30][C:31](=[CH:33][CH2:34][CH3:35])[CH2:32]1)(=[O:27])=[O:28].[CH3:43][N:44]([CH3:45])[CH:46]=[O:47].[Cs+:40].[Cs+:41].[O:1]([c:2]1[cH:3][cH:4][cH:5][cH:6][cH:7]1)[c:8]1[cH:9][cH:10][c:11](-[c:14]2[n:15][nH:16][c:17]3[n:18][cH:19][n:20][c:21]([NH2:23])[c:22]23)[cH:12][cH:13]1.[OH2:42]>>[O:1]([c:2]1[cH:3][cH:4][cH:5][cH:6][cH:7]1)[c:8]1[cH:9][cH:10][c:11](-[c:14]2[n:15][n:16]([CH:29]3[CH2:30][C:31](=[CH:33][CH2:34][CH3:35])[CH2:32]3)[c:17]3[n:18][cH:19][n:20][c:21]([NH2:23])[c:22]23)[cH:12][cH:13]1. Reactants: OB(O)c1ccc(OCc2ccccc2)cc1, Clc1ccnc(NC2CCCC2)n1, [Na+], [Na+], O=C([O-])[O-], c1ccc([PH](c2ccccc2)(c2ccccc2)[Pd]([PH](c2ccccc2)(c2ccccc2)c2ccccc2)([PH](c2ccccc2)(c2ccccc2)c2ccccc2)[PH](c2ccccc2)(c2ccccc2)c2ccccc2)cc1. Product: c1ccc(COc2ccc(-c3ccnc(NC4CCCC4)n3)cc2)cc1. As a reaction SMILES: [CH2:14]([c:15]1[cH:16][cH:17][cH:18][cH:19][cH:20]1)[O:21][c:22]1[cH:23][cH:24][c:25]([B:28]([OH:29])[OH:30])[cH:26][cH:27]1.[Cl:1][c:2]1[n:3][c:4]([NH:8][CH:9]2[CH2:10][CH2:11][CH2:12][CH2:13]2)[n:5][cH:6][cH:7]1.[Na+:31].[Na+:32].[O-:33][C:34](=[O:35])[O-:36].[c:37]1([PH:38]([Pd:39]([PH:40]([c:41]2[cH:42][cH:43][cH:44][cH:45][cH:46]2)([c:47]2[cH:48][cH:49][cH:50][cH:51][cH:52]2)[c:53]2[cH:54][cH:55][cH:56][cH:57][cH:58]2)([PH:59]([c:60]2[cH:61][cH:62][cH:63][cH:64][cH:65]2)([c:66]2[cH:67][cH:68][cH:69][cH:70][cH:71]2)[c:72]2[cH:73][cH:74][cH:75][cH:76][cH:77]2)[PH:78]([c:79]2[cH:80][cH:81][cH:82][cH:83][cH:84]2)([c:85]2[cH:86][cH:87][cH:88][cH:89][cH:90]2)[c:91]2[cH:92][cH:93][cH:94][cH:95][cH:96]2)([c:97]2[cH:98][cH:99][cH:100][cH:101][cH:102]2)[c:103]2[cH:104][cH:105][cH:106][cH:107][cH:108]2)[cH:109][cH:110][cH:111][cH:112][cH:113]1>>[c:2]1(-[c:25]2[cH:24][cH:23][c:22]([O:21][CH2:14][c:15]3[cH:16][cH:17][cH:18][cH:19][cH:20]3)[cH:27][cH:26]2)[n:3][c:4]([NH:8][CH:9]2[CH2:10][CH2:11][CH2:12][CH2:13]2)[n:5][cH:6][cH:7]1. Reactants: FC1=CC=C(C=C1)OC(N(C)[C@@H]1CNC[C@H]1C1=CC=C(C=C1)Cl)=O ([(3S,4R)-4-(4-chloro-phenyl)-pyrrolidin-3-yl]-methyl-carbamic acid 4-fluoro-phenyl ester), CC1(OCCC(C1)C(=O)O)C (2,2-dimethyl-tetrahydro-2H-pyrane-4-carboxylic acid). Product: FC1=CC=C(C=C1)OC(N(C)[C@@H]1CN(C[C@H]1C1=CC=C(C=C1)Cl)C(=O)C1CC(OCC1)(C)C)=O ([(3S,4R)-4-(4-chloro-phenyl)-1-(2,2-dimethyl-tetrahydro-pyran-4-carbonyl)-pyrrolidin-3-yl]-methyl-carbamic acid 4-fluoro-phenyl ester). Reaction SMILES: [F:1][C:2]1[CH:7]=[CH:6][C:5]([O:8][C:9](=[O:24])[N:10]([C@H:12]2[C@H:16]([C:17]3[CH:22]=[CH:21][C:20]([Cl:23])=[CH:19][CH:18]=3)[CH2:15][NH:14][CH2:13]2)[CH3:11])=[CH:4][CH:3]=1.[CH3:25][C:26]1([CH3:35])[CH2:31][CH:30]([C:32](O)=[O:33])[CH2:29][CH2:28][O:27]1>>[F:1][C:2]1[CH:7]=[CH:6][C:5]([O:8][C:9](=[O:24])[N:10]([C@H:12]2[C@H:16]([C:17]3[CH:22]=[CH:21][C:20]([Cl:23])=[CH:19][CH:18]=3)[CH2:15][N:14]([C:32]([CH:30]3[CH2:29][CH2:28][O:27][C:26]([CH3:35])([CH3:25])[CH2:31]3)=[O:33])[CH2:13]2)[CH3:11])=[CH:4][CH:3]=1. Procedure: In analogy to the procedure described for the synthesis of example 44 (step c), the title compound [(3S,4R)-4-(4-chloro-phenyl)-1-(2,2-dimethyl-tetrahydro-pyran-4-carbonyl)-pyrrolidin-3-yl]-methyl-carbamic acid 4-fluoro-phenyl ester was prepared from [(3S,4R)-4-(4-chloro-phenyl)-pyrrolidin-3-yl]-methyl-carbamic acid 4-fluoro-phenyl ester instead of [(3S,4R)-4-(3,4-dichloro-phenyl)-pyrrolidin-3-yl]-methyl-carbamic acid 4-fluoro-phenyl ester using 2,2-dimethyl-tetrahydro-2H-pyrane-4-carboxylic aci... The reactants are NC(C(=O)OC)CC1=CC=C(C=C1)F (Methyl 2-amino-3-(4-fluorophenyl)propionate), C1(=CC=C(C=C1)S(=O)(=O)Cl)C (p-toluenesulfonyl chloride), CC1=CC=C(C=C1)S(=O)(=O)Cl (P-Toluenesulfonyl chloride), Cl (hydrochloric acid), N1=CC=CC=C1 (pyridine). Reagents/catalysts: CN(C1=CC=NC=C1)C (4-dimethylaminopyridine). Run in C(Cl)(Cl)Cl (chloroform). The product is FC1=CC=C(C=C1)CC(C(=O)OC)NS(=O)(=O)C1=CC=C(C=C1)C (Methyl 3-(4-fluorophenyl)-2-{[(4-methylphenyl)sulfonyl]-amino]propionate). Isolated yield 80.7%. Reaction SMILES: [NH2:1][CH:2]([CH2:7][C:8]1[CH:13]=[CH:12][C:11]([F:14])=[CH:10][CH:9]=1)[C:3]([O:5][CH3:6])=[O:4].[C:15]1([CH3:25])[CH:20]=[CH:19][C:18]([S:21](Cl)(=[O:23])=[O:22])=[CH:17][CH:16]=1.N1C=CC=CC=1.Cl>CN(C)C1C=CN=CC=1.C(Cl)(Cl)Cl>[F:14][C:11]1[CH:10]=[CH:9][C:8]([CH2:7][CH:2]([NH:1][S:21]([C:18]2[CH:19]=[CH:20][C:15]([CH3:25])=[CH:16][CH:17]=2)(=[O:23])=[O:22])[C:3]([O:5][CH3:6])=[O:4])=[CH:13][CH:12]=1. Procedure details: Methyl 2-amino-3-(4-fluorophenyl)propionate (2.01 g), p-toluenesulfonyl chloride (2.25 g) and 4-dimethylaminopyridine (309 mg) were dissolved in chloroform (30 ml), and pyridine (3.0 ml) was added to heat the mixture under reflux for 4.5 hours. P-Toluenesulfonyl chloride (2.20 g) was additionally added, and the mixture was heated under reflux for 3.5 hours. The reaction mixture was poured into ice and 1N hydrochloric acid (17 ml) to conduct liquid separation. The resultant organic layer was succ... The reactants are C1(CC1)C#CC(=O)OCC (Ethyl 3-cyclopropylpropiolate), IC1=CC=C(C=C1)OCOC (1-iodo-4-(methoxymethoxy)benzene), C1(=CC=CC=C1)B(O)O (Phenylboronic acid), C(=O)([O-])[O-].[K+].[K+] (K2CO3). Reagents/catalysts: C1=CC=C(C=C1)C#N.C1=CC=C(C=C1)C#N.Cl[Pd]Cl (PdCl2(PhCN)2). Solvent: CN(C)C=O (DMF), O (H2O). Reaction conditions: time 10 minute. Product: C1(CC1)\C(=C(/C(=O)OCC)\C1=CC=CC=C1)\C1=CC=C(C=C1)OCOC ((E)-ethyl 3-cyclopropyl-3-(4-(methoxymethoxy)phenyl)-2-phenylacrylate). Yield: 29.0%. As a reaction SMILES: [CH:1]1([C:4]#[C:5][C:6]([O:8][CH2:9][CH3:10])=[O:7])[CH2:3][CH2:2]1.I[C:12]1[CH:17]=[CH:16][C:15]([O:18][CH2:19][O:20][CH3:21])=[CH:14][CH:13]=1.[C:22]1(B(O)O)[CH:27]=[CH:26][CH:25]=[CH:24][CH:23]=1.C([O-])([O-])=O.[K+].[K+]>CN(C=O)C.C1C=CC(C#N)=CC=1.C1C=CC(C#N)=CC=1.Cl[Pd]Cl.O>[CH:1]1(/[C:4](/[C:12]2[CH:17]=[CH:16][C:15]([O:18][CH2:19][O:20][CH3:21])=[CH:14][CH:13]=2)=[C:5](/[C:22]2[CH:27]=[CH:26][CH:25]=[CH:24][CH:23]=2)\[C:6]([O:8][CH2:9][CH3:10])=[O:7])[CH2:3][CH2:2]1 |f:3.4.5,7.8.9|. Procedure: To a mixture of 2 (385 mg, 2.79 mmol), 1-iodo-4-(methoxymethoxy)benzene (1.47 g, 5.57 mmol), Phenylboronic acid (680 mg, 5.58 mmol) and K2CO3 (771 mg, 5.58 mmol) in DMF (8.5 ml)-H2O (2.2 ml) was stirred at room temperature for 10 min. Then PdCl2(PhCN)2 (10.7 mg, 0.0279 mmol) was added under Ar atmosphere, and the mixture was stirred at room temperature for 24 h. The reaction was quenched with H2O under ice cooling, and the whole was extracted with Et2O. The organic layer was washed with H2O, bri...